Dataset: the Open Reaction Database (ORD), a public repository of structured organic reaction records. Task: describe an organic reaction: reactants, conditions, products, and yield Starting materials: 1,1-carbonyldiimidazole, ClC1=C2C3=CC(CCC3(C(C2=CC(=C1Cl)OCC(=O)O)=O)CCC)=O ([(5,6-Dichloro-3,9-dioxo-9a-propyl-2,3,9,9a-tetrahydro-1H-fluoren-7-yl)oxy]acetic acid), N (ammonia). Run in O1CCCC1 (tetrahydrofuran). Conditions: time 16 hour. Product: ClC1=C2C3=CC(CCC3(C(C2=CC(=C1Cl)OCC(=O)N)=O)CCC)=O ([(5,6-dichloro-3,9-dioxo-9a-propyl-2,3,9,9a-tetrahydro-1H-fluoren-7-yl)oxy]acetamide). As a reaction SMILES: [Cl:1][C:2]1[C:14]([Cl:15])=[C:13]([O:16][CH2:17][C:18](O)=[O:19])[CH:12]=[C:11]2[C:3]=1[C:4]1[C:9]([CH2:22][CH2:23][CH3:24])([C:10]2=[O:21])[CH2:8][CH2:7][C:6](=[O:25])[CH:5]=1.[NH3:26]>O1CCCC1>[Cl:1][C:2]1[C:14]([Cl:15])=[C:13]([O:16][CH2:17][C:18]([NH2:26])=[O:19])[CH:12]=[C:11]2[C:3]=1[C:4]1[C:9]([CH2:22][CH2:23][CH3:24])([C:10]2=[O:21])[CH2:8][CH2:7][C:6](=[O:25])[CH:5]=1. Reported procedure: [(5,6-Dichloro-3,9-dioxo-9a-propyl-2,3,9,9a-tetrahydro-1H-fluoren-7-yl)oxy]acetic acid (3.82 g, 10 mMole) is dissolved in tetrahydrofuran (30 ml) and 1,1-carbonyldiimidazole (1.78 g, 11 mMole) and the mixture stirred at ambient temperature for 30 minutes. The solution is saturated with ammonia gas and then stirred at ambient temperature for 24 hours and at 50° for 16 hours. Evaporation of the solvent and addition of water yields [(5,6-dichloro-3,9-dioxo-9a-propyl-2,3,9,9a-tetrahydro-1H-fluoren-7... The reactants are CC(C)(C)OC(=O)N1CCC(c2ccc(N)c(S(C)(=O)=O)c2)CC1, CN(C)c1ccncc1, ClCCCl, ClCCl, Cn1c(S(=O)(=O)Cl)cc2cc(F)ccc21. Product: Cn1c(S(=O)(=O)Nc2ccc(C3CCN(C(=O)OC(C)(C)C)CC3)cc2S(C)(=O)=O)cc2cc(F)ccc21. RXN SMILES: [C:1]([CH3:2])([CH3:3])([CH3:4])[O:5][C:6](=[O:7])[N:8]1[CH2:9][CH2:10][CH:11]([c:14]2[cH:15][c:16]([S:21](=[O:22])(=[O:23])[CH3:24])[c:17]([NH2:20])[cH:18][cH:19]2)[CH2:12][CH2:13]1.[CH3:44][N:45]([c:46]1[cH:47][cH:48][n:49][cH:50][cH:51]1)[CH3:52].[Cl:40][CH2:41][CH2:42][Cl:43].[Cl:53][CH2:54][Cl:55].[F:25][c:26]1[cH:27][c:28]2[cH:29][c:30]([S:36](=[O:37])(=[O:38])[Cl:39])[n:31]([CH3:35])[c:32]2[cH:33][cH:34]1>>[C:1]([CH3:2])([CH3:3])([CH3:4])[O:5][C:6](=[O:7])[N:8]1[CH2:9][CH2:10][CH:11]([c:14]2[cH:15][c:16]([S:21](=[O:22])(=[O:23])[CH3:24])[c:17]([NH:20][S:36]([c:30]3[cH:29][c:28]4[cH:27][c:26]([F:25])[cH:34][cH:33][c:32]4[n:31]3[CH3:35])(=[O:37])=[O:38])[cH:18][cH:19]2)[CH2:12][CH2:13]1.